Dataset: the Open Reaction Database (ORD), a public repository of structured organic reaction records. Task: describe an organic reaction: reactants, conditions, products, and yield Reactants: CCOC(=O)C1OC1c1ccc(OCc2ccccc2)cc1, C1COCCO1, [H][H], [Ni]. The product is CCOC(=O)C(O)Cc1ccc(OCc2ccccc2)cc1. RXN SMILES: [CH2:1]([CH3:2])[O:3][C:4]([CH:5]1[CH:6]([c:7]2[cH:8][cH:9][c:10]([O:13][CH2:14][c:15]3[cH:16][cH:17][cH:18][cH:19][cH:20]3)[cH:11][cH:12]2)[O:21]1)=[O:22].[CH2:26]1[O:27][CH2:28][CH2:29][O:30][CH2:31]1.[H:23][H:24].[Ni:25]>>[CH2:1]([CH3:2])[O:3][C:4]([CH:5]([CH2:6][c:7]1[cH:8][cH:9][c:10]([O:13][CH2:14][c:15]2[cH:16][cH:17][cH:18][cH:19][cH:20]2)[cH:11][cH:12]1)[OH:21])=[O:22]. Starting materials: ClC1=C(C=NC2=CC=C(N=C12)Cl)C(C)=O (1-(4,6-dichloro-1,5-naphthyridin-3-yl)ethanone), Cl.Cl.CN([C@@H]1CC[C@H](CC1)N)C (trans-N1,N1-dimethylcyclohexane-1,4-diamine dihydrochloride). Yields the product ClC=1N=C2C(=C(C=NC2=CC1)C(C)=O)N[C@@H]1CC[C@H](CC1)N(C)C (1-{6-Chloro-4-[trans-4-(dimethylamino)cyclohexylamino]-1,5-naphthyridin-3-yl}ethanone). Yield: 45.0%. RXN SMILES: Cl[C:2]1[C:11]2[C:6](=[CH:7][CH:8]=[C:9]([Cl:12])[N:10]=2)[N:5]=[CH:4][C:3]=1[C:13](=[O:15])[CH3:14].Cl.Cl.[CH3:18][N:19]([CH3:27])[C@H:20]1[CH2:25][CH2:24][C@H:23]([NH2:26])[CH2:22][CH2:21]1>>[Cl:12][C:9]1[N:10]=[C:11]2[C:6](=[CH:7][CH:8]=1)[N:5]=[CH:4][C:3]([C:13](=[O:15])[CH3:14])=[C:2]2[NH:26][C@H:23]1[CH2:24][CH2:25][C@H:20]([N:19]([CH3:27])[CH3:18])[CH2:21][CH2:22]1 |f:1.2.3|. Procedure details: Following general procedure I, 1-(4,6-dichloro-1,5-naphthyridin-3-yl)ethanone (250 mg, 1.0 mmol) was reacted with trans-N1,N1-dimethylcyclohexane-1,4-diamine dihydrochloride (336 mg, 1.6 mmol) to afford the desired product (156 mg, 38%) as a light brown solid: 1H NMR (500 MHz, CDCl3) δ 10.88 (br s, 1H), 8.94 (s, 1H), 8.08 (d, J=8.7 Hz, 1H), 7.53 (d, J=8.8 Hz, 1H), 5.07-4.92 (m, 1H), 2.67 (s, 3H), 2.34 (s, 6H), 2.39-2.32 (m, 2H), 2.31-2.22 (m, 1H), 2.07-1.99 (m, 2H), 1.56-1.35 (m, 4H); ESI MS m/z... Reactants: [N+](=O)(O)[O-] (nitric acid), CC1=[N+](C=CC=C1C)[O-] (2,3-dimethylpyridine 1-oxide), C([O-])([O-])=O.[Na+].[Na+] (sodium carbonate). Run in S(O)(O)(=O)=O (sulphuric acid). Reaction conditions: time 24 hour. Yields the product CC1=[N+](C=CC(=C1C)[N+](=O)[O-])[O-] (2,3-dimethyl-4-nitropyridine 1-oxide). As a reaction SMILES: [CH3:1][C:2]1[C:7]([CH3:8])=[CH:6][CH:5]=[CH:4][N+:3]=1[O-:9].[N+:10]([O-])([OH:12])=[O:11].C(=O)([O-])[O-].[Na+].[Na+]>S(=O)(=O)(O)O>[CH3:1][C:2]1[C:7]([CH3:8])=[C:6]([N+:10]([O-:12])=[O:11])[CH:5]=[CH:4][N+:3]=1[O-:9] |f:2.3.4|. Reported procedure: A solution of 183 mg (1.49 mmol) of 2,3-dimethylpyridine 1-oxide in 0.6 ml of conc. sulphuric acid is treated while coollng with ice with 0.2 ml of 65% nitric acid (d=1.4). The reaction mixture is stirred at 9° for 24 hours and poured on to a mixture of ice and sodium carbonate, whereupon the resulting mixture is extracted with methylene chloride and the methylene chloride phase is dried and evaporated. The residue crystallized from ethanol/n-pentane, gives 2,3-dimethyl-4-nitropyridine 1-oxide o...